Dataset: the Open Reaction Database (ORD), a public repository of structured organic reaction records. Task: describe an organic reaction: reactants, conditions, products, and yield Starting materials: C(C)(C)(C)OC(=O)N1C=C(C=C1)C1=CC(=CC=2C(=C(OC21)C(C)=O)CC2=CC(=CC=C2)F)F (3-[2-Acetyl-5-fluoro-3-(3-fluoro-benzyl)-benzofuran-7-yl]-pyrrole-1-carboxylic acid tert-butyl ester). Reported procedure: 3-[2-Acetyl-5-fluoro-3-(3-fluoro-benzyl)-benzofuran-7-yl]-pyrrole-1-carboxylic acid tert-butyl ester (0.114 gm, 0.253 mmol) and platinum (5% on carbon, 0.035 gm) were added to ethyl alcohol (45 ml) and placed under hydrogen (balloon) at 55° C. for two hours. Additional platinum (5% on carbon, 0.065 gm) was added and heated at 60° C. under hydrogen for three hours. The mixture was filtered, concentrated and purified by column chromatography (ethyl acetate/hexane gradient) to give 3-[2-acetyl-5-fl... As a reaction SMILES: [C:1]([O:5][C:6]([N:8]1[CH:12]=[CH:11][C:10]([C:13]2[C:21]3[O:20][C:19]([C:22](=[O:24])[CH3:23])=[C:18]([CH2:25][C:26]4[CH:31]=[CH:30][CH:29]=[C:28]([F:32])[CH:27]=4)[C:17]=3[CH:16]=[C:15]([F:33])[CH:14]=2)=[CH:9]1)=[O:7])([CH3:4])([CH3:3])[CH3:2]>[Pt].C(O)C>[C:1]([O:5][C:6]([N:8]1[CH2:12][CH2:11][CH:10]([C:13]2[C:21]3[O:20][C:19]([C:22](=[O:24])[CH3:23])=[C:18]([CH2:25][C:26]4[CH:31]=[CH:30][CH:29]=[C:28]([F:32])[CH:27]=4)[C:17]=3[CH:16]=[C:15]([F:33])[CH:14]=2)[CH2:9]1)=[O:7])([CH3:2])([CH3:3])[CH3:4]. The yield is 83.3%. Product: C(C)(C)(C)OC(=O)N1CC(CC1)C1=CC(=CC=2C(=C(OC21)C(C)=O)CC2=CC(=CC=C2)F)F (3-[2-acetyl-5-fluoro-3-(3-fluoro-benzyl)-benzofuran-7-yl]-pyrrolidine-1-carboxylic acid tert-butyl ester). The solvent is C(C)O (ethyl alcohol). Conditions: temperature 60 celsius, time 2 hour. The reagents and catalysts are [Pt] (platinum), [Pt] (platinum). Starting materials: COCCCOc1cc(CC(CC2C(CC(C(=O)O)C(C)C)OC(C)(C)N2C(=O)OC(C)(C)C)C(C)C)ccc1OC, CN1CCOCC1, CN(C)C=O, Cl, CC(C)(N)C(N)=O. Yields the product COCCCOc1cc(CC(CC2C(CC(C(=O)NC(C)(C)C(N)=O)C(C)C)OC(C)(C)N2C(=O)OC(C)(C)C)C(C)C)ccc1OC. As a reaction SMILES: [C:16]([CH3:17])([CH3:18])([CH3:19])[O:20][C:21](=[O:22])[N:23]1[C:24]([CH3:56])([CH3:57])[O:25][CH:26]([CH2:48][CH:49]([CH:50]([CH3:51])[CH3:52])[C:53](=[O:54])[OH:55])[CH:27]1[CH2:28][CH:29]([CH2:30][c:31]1[cH:32][c:33]([O:39][CH2:40][CH2:41][CH2:42][O:43][CH3:44])[c:34]([O:37][CH3:38])[cH:35][cH:36]1)[CH:45]([CH3:46])[CH3:47].[CH3:1][N:2]1[CH2:3][CH2:4][O:5][CH2:6][CH2:7]1.[CH3:58][N:59]([CH3:60])[CH:61]=[O:62].[ClH:8].[NH2:9][C:10]([C:11](=[O:12])[NH2:13])([CH3:14])[CH3:15]>>[NH:9]([C:10]([C:11](=[O:12])[NH2:13])([CH3:14])[CH3:15])[C:53]([CH:49]([CH2:48][CH:26]1[O:25][C:24]([CH3:56])([CH3:57])[N:23]([C:21]([O:20][C:16]([CH3:17])([CH3:18])[CH3:19])=[O:22])[CH:27]1[CH2:28][CH:29]([CH2:30][c:31]1[cH:32][c:33]([O:39][CH2:40][CH2:41][CH2:42][O:43][CH3:44])[c:34]([O:37][CH3:38])[cH:35][cH:36]1)[CH:45]([CH3:46])[CH3:47])[CH:50]([CH3:51])[CH3:52])=[O:54]. Reactants: C(C1=CC=CC=C1)OC1=C(C=CC(=C1)OCC1=CC=CC=C1)CCC(=O)O (3-(2,4-dibenzyloxyphenyl) propionic acid), C(C1=CC=CC=C1)N1CCN(CC1)C([C@@H](NC(=O)OC(C)(C)C)CCC(N)=O)=O (1-benzyl-4-(N-tert-butoxycarbonyl-L-glutaminyl)piperazine), Example 8 ( i ). Yields the product C(C1=CC=CC=C1)OC1=C(C=CC(=C1)OCC1=CC=CC=C1)CCC(=O)N[C@@H](CCC(N)=O)C(=O)N1CCN(CC1)CC1=CC=CC=C1 (1-[3-(2,4-dibenzyloxyphenyl)propionyl-L-glutaminyl]-4-benzylpiperazine). The yield is 89.6%. As a reaction SMILES: [CH2:1]([O:8][C:9]1[CH:14]=[C:13]([O:15][CH2:16][C:17]2[CH:22]=[CH:21][CH:20]=[CH:19][CH:18]=2)[CH:12]=[CH:11][C:10]=1[CH2:23][CH2:24][C:25](O)=[O:26])[C:2]1[CH:7]=[CH:6][CH:5]=[CH:4][CH:3]=1.[CH2:28]([N:35]1[CH2:40][CH2:39][N:38]([C:41](=[O:56])[C@H:42]([CH2:51][CH2:52][C:53](=[O:55])[NH2:54])[NH:43]C(OC(C)(C)C)=O)[CH2:37][CH2:36]1)[C:29]1[CH:34]=[CH:33][CH:32]=[CH:31][CH:30]=1>>[CH2:1]([O:8][C:9]1[CH:14]=[C:13]([O:15][CH2:16][C:17]2[CH:18]=[CH:19][CH:20]=[CH:21][CH:22]=2)[CH:12]=[CH:11][C:10]=1[CH2:23][CH2:24][C:25]([NH:43][C@H:42]([C:41]([N:38]1[CH2:37][CH2:36][N:35]([CH2:28][C:29]2[CH:30]=[CH:31][CH:32]=[CH:33][CH:34]=2)[CH2:40][CH2:39]1)=[O:56])[CH2:51][CH2:52][C:53](=[O:55])[NH2:54])=[O:26])[C:2]1[CH:7]=[CH:6][CH:5]=[CH:4][CH:3]=1. Reported procedure: Condensation of 3-(2,4-dibenzyloxyphenyl) propionic acid (748 mg) and 1-benzyl-4-(N-tert-butoxycarbonyl-L-glutaminyl)piperazine (1.0 g) was effected in the same manner as in Example 8 (i) to obtain colorless crystalline powder 1-[3-(2,4-dibenzyloxyphenyl)propionyl-L-glutaminyl]-4-benzylpiperazine (1.20 g). Melting point: 145°-147° C. RXN SMILES: [I:1][C:2]1[C:7]([CH2:8][CH:9]=[CH:10][OH:11])=[C:6]([I:12])[C:5]([CH2:13][CH:14]=[CH:15][OH:16])=[C:4]([I:17])[C:3]=1[CH2:18][CH:19]=[CH:20][OH:21]>N1C=CC=CC=1.C(OC(=O)C)(=O)C>[I:1][C:2]1[C:3]([CH2:18][CH:19]=[CH:20][O:21][C:10](=[O:11])[CH3:9])=[C:4]([I:17])[C:5]([CH2:13][CH:14]=[CH:15][O:16][C:15](=[O:16])[CH3:14])=[C:6]([I:12])[C:7]=1[CH2:8][CH:9]=[CH:10][O:11][C:20](=[O:21])[CH3:19]. Run at time 16 hour. Run in N1=CC=CC=C1 (pyridine), C(C)(=O)OC(C)=O (acetic anhydride). Starting materials: IC1=C(C(=C(C(=C1CC=CO)I)CC=CO)I)CC=CO (1,3,5-Triiodo-2,4,6-tris(1-hydroxyprop-en-3-yl)benzene). Product: IC1=C(C(=C(C(=C1CC=COC(C)=O)I)CC=COC(C)=O)I)CC=COC(C)=O (1,3,5-Triiodo-2,4,6-tris(1-acetoxyprop-en-3-yl)benzene). Procedure details: 1,3,5-Triiodo-2,4,6-tris(1-hydroxyprop-en-3-yl)benzene (560 mg, 0.90 mmol) was dissolved in a mixture of pyridine (8 ml) and acetic anhydride (8 ml). After stirring at ambient temperature for 16 hours, the solvent was evaporated and the residue was purified by preparative HPLC (RP-18, CH3CN: H2O 80:20). Yield 310 mg (46%). Starting materials: C1CCC2CNCC2C1, O=C1CC(=Cc2ccccc2)C(=O)O1, ClCCl, [Na+], [OH-]. Yields the product O=C(O)C(=Cc1ccccc1)CC(=O)N1CC2CCCCC2C1. Reaction SMILES: [CH2:15]1[NH:16][CH2:17][CH:18]2[CH2:19][CH2:20][CH2:21][CH2:22][CH:23]12.[CH:1]([c:2]1[cH:3][cH:4][cH:5][cH:6][cH:7]1)=[C:8]1[C:9](=[O:10])[O:11][C:12](=[O:14])[CH2:13]1.[Cl:26][CH2:27][Cl:28].[Na+:25].[OH-:24]>>[CH:1]([c:2]1[cH:3][cH:4][cH:5][cH:6][cH:7]1)=[C:8]([C:9](=[O:10])[OH:11])[CH2:13][C:12](=[O:14])[N:16]1[CH2:15][CH:23]2[CH:18]([CH2:17]1)[CH2:19][CH2:20][CH2:21][CH2:22]2. Reactants: ClC=1C=C2CO[C@]3(O[C@@H]([C@H]([C@@H]([C@H]3O)O)O)CO)C2=CC1CC1=CC=C(C=C1)CC ((1S,3′R,4′S,5′S,6′R)-5-chloro-6-(4-ethylbenzyl)-6′-(hydroxymethyl)-3′,4′,5′,6′-tetrahydro-3H-spiro[isobenzofuran-1,2′-pyran]-3′,4′,5′-triol), C1(=CC=C(C=C1)S(=O)(=O)Cl)C (p-toluenesulfonyl chloride). Run in N1=C(C=CC=C1C)C (2,6-lutidine). Reaction conditions: time 21 hour. The product is CC1=CC=C(C=C1)S(=O)(=O)OC[C@@H]1[C@H]([C@@H]([C@H]([C@]2(O1)OCC1=CC(=C(C=C12)CC1=CC=C(C=C1)CC)Cl)O)O)O (((1S,3′R,4′S,5′S,6′R)-5-chloro-6-(4-ethylbenzyl)-3′,4′,5′-trihydroxy-3′,4′,5′,6′-tetrahydro-3H-spiro[isobenzofuran-1,2′-pyran]-6′-yl)methyl 4-methylbenzenesulfonate). Isolated yield 65.9%. Reaction SMILES: [Cl:1][C:2]1[CH:3]=[C:4]2[C:18](=[CH:19][C:20]=1[CH2:21][C:22]1[CH:27]=[CH:26][C:25]([CH2:28][CH3:29])=[CH:24][CH:23]=1)[C@:7]1([C@H:12]([OH:13])[C@@H:11]([OH:14])[C@H:10]([OH:15])[C@@H:9]([CH2:16][OH:17])[O:8]1)[O:6][CH2:5]2.[C:30]1([CH3:40])[CH:35]=[CH:34][C:33]([S:36](Cl)(=[O:38])=[O:37])=[CH:32][CH:31]=1>N1C(C)=CC=CC=1C>[CH3:40][C:30]1[CH:35]=[CH:34][C:33]([S:36]([O:17][CH2:16][C@H:9]2[O:8][C@@:7]3([C:18]4[C:4](=[CH:3][C:2]([Cl:1])=[C:20]([CH2:21][C:22]5[CH:27]=[CH:26][C:25]([CH2:28][CH3:29])=[CH:24][CH:23]=5)[CH:19]=4)[CH2:5][O:6]3)[C@H:12]([OH:13])[C@@H:11]([OH:14])[C@@H:10]2[OH:15])(=[O:38])=[O:37])=[CH:32][CH:31]=1. Procedure details: To a stirred solution of (1S,3′R,4′S,5′S,6′R)-5-chloro-6-(4-ethylbenzyl)-6′-(hydroxymethyl)-3′,4′,5′,6′-tetrahydro-3H-spiro[isobenzofuran-1,2′-pyran]-3′,4′,5′-triol (0.15 g, 0.356 mmol) in 3.5 mL of 2,6-lutidine was added p-toluenesulfonyl chloride (0.34 g, 1.78 mmol). After stirring for 21 h at ambient temperature, the solvent was distilled off. The residue was taken up with 30 mL of ethyl acetate, washed with 1 M hydrochloric acid and brine prior to drying over Na2SO4. Concentration under redu...